The task is: describe an organic reaction: reactants, conditions, products, and yield. This data is from the Open Reaction Database (ORD), a public repository of structured organic reaction records. Reactants: C(=O)(O)CCC1N(CCN(C1)CC1=CC=CC=C1)CC1=CC=CC=C1 (2-carboxyethyl-1,4-di-phenylmethyl piperazine), CCOCC (ether), [H-].[Al+3].[Li+].[H-].[H-].[H-] (lithium aluminum hydride), CCOCC (ether). Reaction conditions: temperature -5 celsius. Product: OCC1N(CCN(C1)CC1=CC=CC=C1)CC1=CC=CC=C1 (2-HYDROXYMETHYL-1,4-DI-PHENYLMETHYL PIPERAZINE). Yield: 86.0%. As a reaction SMILES: [H-].[Al+3].[Li+].[H-].[H-].[H-].C(CC[CH:12]1[CH2:17][N:16]([CH2:18][C:19]2[CH:24]=[CH:23][CH:22]=[CH:21][CH:20]=2)[CH2:15][CH2:14][N:13]1[CH2:25][C:26]1[CH:31]=[CH:30][CH:29]=[CH:28][CH:27]=1)(O)=O.C[CH2:33][O:34]CC>>[OH:34][CH2:33][CH:12]1[CH2:17][N:16]([CH2:18][C:19]2[CH:24]=[CH:23][CH:22]=[CH:21][CH:20]=2)[CH2:15][CH2:14][N:13]1[CH2:25][C:26]1[CH:27]=[CH:28][CH:29]=[CH:30][CH:31]=1 |f:0.1.2.3.4.5|. Reported procedure: In a dry flask were carefully placed 5.67 g (150 mmol) of lithium aluminum hydride to which were added 110 ml of absolute ether. The suspension was flushed with nitrogen and cooled to -5° C. Then a solution of 25 g (73.0 mmol) of 2-carboxyethyl-1,4-di-phenylmethyl piperazine in 110 ml of absolute ether was added dropwise. After complete addition the suspension was heated under reflux for three hours, cooled in an ice-bath. Excess of hydride was carefully destroyed with 6.3 ml of water. Insoluble... Reactants: C(\C=C\CCCCCCCCCC)O (trans-2-tridecenol), [Cr](=O)(=O)([O-])Cl.[NH+]1=CC=CC=C1 (pyridinium chlorochromate). Run in C(Cl)Cl (methylene chloride). The product is C(\C=C\CCCCCCCCCC)=O (trans-2-tridecenal). Reaction SMILES: [CH2:1]([OH:14])/[CH:2]=[CH:3]/[CH2:4][CH2:5][CH2:6][CH2:7][CH2:8][CH2:9][CH2:10][CH2:11][CH2:12][CH3:13].[Cr](Cl)([O-])(=O)=O.[NH+]1C=CC=CC=1>C(Cl)Cl>[CH:1](=[O:14])/[CH:2]=[CH:3]/[CH2:4][CH2:5][CH2:6][CH2:7][CH2:8][CH2:9][CH2:10][CH2:11][CH2:12][CH3:13] |f:1.2|. Reported procedure: To undecyl aldehyde (5.0 g) dissolved in methylene chloride was added (carbomethoxymethylene)-triphenylphosphorane (14.7 g), and the mixture was stirred for 2 hours. The reaction mixture was concentrated and subjected to chromatography on a silica gel column with eluent systems of n-hexane-ethyl acetate (from 100:1 to 20:1) to give the methyl ester of trans-2-tridecenoic acid (55.2 g). To the methyl ester dissolved in tetrahydrofuran was added lithium aluminium hydride (0.9 g) under ice-cooling,... The reactants are trans-benzyl(chloro)bis(trisphenyl-phosphine) palladium (II), CC1(OC2=C([C@H]([C@@H]1O)N1C(C3=CC=CC=C3C1)=O)C=C(C=C2)I)C (trans-2-[2,3-dihydro-2,2-dimethyl-3-hydroxy-6-iodo-4H-1-benzopyran-4-yl]-2,3-dihydro-1H-isoindol-1-one), CC(C)OC=1C(C(C1[Sn](CCCC)(CCCC)CCCC)=O)=O (3-(1-methylethoxy)-4-(tri-n-butylstannyl)-3-cyclobutene-1,2-dione). The reagents and catalysts are [Cu]Cl (copper (I) chloride). The solvent is CN(C)C=O (DMF), CC#N (CH3CN). Reaction conditions: time 1.5 hour. Product: O[C@@H]1C(OC2=CC=C(C=C2[C@H]1N1C(C2=CC=CC=C2C1)=O)C=1C(C(C1OC(C)C)=O)=O)(C)C (3-[trans-3-hydroxy-2,2-dimethyl-4-(1-oxo-1,3-dihydroisoindol-2-yl)-chroman-6-yl]-4-isopropoxy-cyclobut-3-ene-1,2-dione). Isolated yield 16.1%. As a reaction SMILES: [CH3:1][C:2]1([CH3:24])[C@@H:7]([OH:8])[C@H:6]([N:9]2[CH2:17][C:16]3[C:11](=[CH:12][CH:13]=[CH:14][CH:15]=3)[C:10]2=[O:18])[C:5]2[CH:19]=[C:20](I)[CH:21]=[CH:22][C:4]=2[O:3]1.[CH3:25][CH:26]([O:28][C:29]1[C:30](=[O:47])[C:31](=[O:46])[C:32]=1[Sn](CCCC)(CCCC)CCCC)[CH3:27]>CN(C=O)C.CC#N.[Cu]Cl>[OH:8][C@H:7]1[C@H:6]([N:9]2[CH2:17][C:16]3[C:11](=[CH:12][CH:13]=[CH:14][CH:15]=3)[C:10]2=[O:18])[C:5]2[C:4](=[CH:22][CH:21]=[C:20]([C:32]3[C:31](=[O:46])[C:30](=[O:47])[C:29]=3[O:28][CH:26]([CH3:27])[CH3:25])[CH:19]=2)[O:3][C:2]1([CH3:1])[CH3:24]. Procedure: To a solution of 217 mg (0.50 retool) of trans-2-[2,3-dihydro-2,2-dimethyl-3-hydroxy-6-iodo-4H-1-benzopyran-4-yl]-2,3-dihydro-1H-isoindol-1-one, prepared in Example 2, and 235 mg (0.55 mmol) of 3-(1-methylethoxy)-4-(tri-n-butylstannyl)-3-cyclobutene-1,2-dione, as prepared by Liebeskind et. al. (J. Org. Chem. 55, 5359 (1990)), in DMF (620 μL) was added 23 mg (0.03 mmol) of trans-benzyl(chloro)bis(trisphenyl-phosphine) palladium (II) and 8.5 mg (0.04 mmol) of copper (I) chloride. After stirring at... Starting materials: CNC(=O)ON=C(SC)C(=O)N(C)C, CCOP(=S)(NC(C)C)OCC, O=S(Cl)Cl, c1ccncc1. Product: CCOP(=S)(OCC)N(C(C)C)S(=O)CNC(=O)ON=C(SC)C(=O)N(C)C. As a reaction SMILES: [CH3:1][N:2]([C:3]([C:4](=[N:5][O:6][C:7](=[O:8])[NH:9][CH3:10])[S:11][CH3:12])=[O:13])[CH3:14].[CH:19]([CH3:20])([CH3:21])[NH:22][P:23]([O:24][CH2:25][CH3:26])([O:27][CH2:28][CH3:29])=[S:30].[S:15](=[O:16])([Cl:17])[Cl:18].[cH:31]1[cH:32][cH:33][n:34][cH:35][cH:36]1>>[CH3:1][N:2]([C:3]([C:4](=[N:5][O:6][C:7](=[O:8])[NH:9][CH2:10][S:15](=[O:16])[N:22]([CH:19]([CH3:20])[CH3:21])[P:23]([O:24][CH2:25][CH3:26])([O:27][CH2:28][CH3:29])=[S:30])[S:11][CH3:12])=[O:13])[CH3:14].